Dataset: the Open Reaction Database (ORD), a public repository of structured organic reaction records. Task: describe an organic reaction: reactants, conditions, products, and yield The reactants are [C-]#N, CC(C)(C)OC(=O)N1CCC(Oc2ccc(CBr)c(C(F)(F)F)c2)CC1, [Na+], CN(C)C=O. Product: CC(C)(C)OC(=O)N1CCC(Oc2ccc(CC#N)c(C(F)(F)F)c2)CC1. Reaction SMILES: [C-:27]#[N:28].[C:1]([CH3:2])([CH3:3])([CH3:4])[O:5][C:6](=[O:7])[N:8]1[CH2:9][CH2:10][CH:11]([O:14][c:15]2[cH:16][c:17]([C:23]([F:24])([F:25])[F:26])[c:18]([CH2:19][Br:20])[cH:21][cH:22]2)[CH2:12][CH2:13]1.[Na+:29].[O:30]=[CH:31][N:32]([CH3:33])[CH3:34]>>[C:1]([CH3:2])([CH3:3])([CH3:4])[O:5][C:6](=[O:7])[N:8]1[CH2:9][CH2:10][CH:11]([O:14][c:15]2[cH:16][c:17]([C:23]([F:24])([F:25])[F:26])[c:18]([CH2:19][C:27]#[N:28])[cH:21][cH:22]2)[CH2:12][CH2:13]1. Reactants: C(C)(=O)C=1C=CC(=C(C1)N=C1SC(C(N1CC1=CC=CC=C1)=O)=C1SC2=C(N1CC)C=CC=C2)NCC (2-[5-Acetyl-2-(ethylamino)phenylimino]-3-benzyl-5-(3-ethyl-3H-benzothiazol-2-ylidene)thiazolidin-4-one), [BH4-].[Na+] (sodium borohydride). Solvent: CO.C1CCOC1 (MeOH THF). Product: C(C1=CC=CC=C1)N1C(SC(C1=O)=C1SC2=C(N1C)C=CC=C2)=NC2=C(C=CC(=C2)C(C)O)NCC (3-Benzyl-2-[2-ethylamino-5-(1-hydroxyethyl)phenylimino]-5-(3-methyl-3H-benzothiazol-2-ylidene)thiazolidin-4-one). Reaction SMILES: [C:1]([C:4]1[CH:5]=[CH:6][C:7]([NH:35][CH2:36][CH3:37])=[C:8]([N:10]=[C:11]2[N:15]([CH2:16][C:17]3[CH:22]=[CH:21][CH:20]=[CH:19][CH:18]=3)[C:14](=[O:23])[C:13](=[C:24]3[N:28]([CH2:29]C)[C:27]4[CH:31]=[CH:32][CH:33]=[CH:34][C:26]=4[S:25]3)[S:12]2)[CH:9]=1)(=[O:3])[CH3:2].[BH4-].[Na+]>CO.C1COCC1>[CH2:16]([N:15]1[C:14](=[O:23])[C:13](=[C:24]2[N:28]([CH3:29])[C:27]3[CH:31]=[CH:32][CH:33]=[CH:34][C:26]=3[S:25]2)[S:12][C:11]1=[N:10][C:8]1[CH:9]=[C:4]([CH:1]([OH:3])[CH3:2])[CH:5]=[CH:6][C:7]=1[NH:35][CH2:36][CH3:37])[C:17]1[CH:18]=[CH:19][CH:20]=[CH:21][CH:22]=1 |f:1.2,3.4|. Procedure details: The product of Example 38 was reduced with sodium borohydride in 1:1 MeOH/THF and chromatographed (TEA-washed silica gel, 0-10% MeOH/DCM) to afford the title compound. 1H-NMR (CDCl3): δ 7.47-7.54 (3H, m), 7.28-7.37 (4H, m), 7.17 (1H, m), 6.99-7.06 (3H, m), 6.57 (1H, d), 5.19 (2H, s), 4.80 (1H, q), 3.76 (3H, s), 3.01 (2H, q), 1.48 (3H, d), 1.04 (3H, s); MS(ESI): 517 (MH+). The reactants are Cl, O=N[O-], N#Cc1cnn(-c2ccc(Cl)cc2Cl)c1NN, [Na+], O. Yields the product N#Cc1cnn(-c2ccc(Cl)cc2Cl)c1N=[N+]=[N-]. As a reaction SMILES: [ClH:22].[N:1]([O-:2])=[O:3].[NH:5]([NH2:6])[c:7]1[c:8]([C:20]#[N:21])[cH:9][n:10][n:11]1-[c:12]1[c:13]([Cl:19])[cH:14][c:15]([Cl:18])[cH:16][cH:17]1.[Na+:4].[OH2:23]>>[N-:1]=[N+:6]=[N:5][c:7]1[c:8]([C:20]#[N:21])[cH:9][n:10][n:11]1-[c:12]1[c:13]([Cl:19])[cH:14][c:15]([Cl:18])[cH:16][cH:17]1. The reactants are C, C1CCOC1, [Pd], COc1ccc(N(CCC#N)c2ccccc2)c([N+](=O)[O-])c1. Product: COc1ccc(N(CCC#N)c2ccccc2)c(N)c1. Reaction SMILES: [C:28].[O:23]1[CH2:24][CH2:25][CH2:26][CH2:27]1.[Pd:29].[c:1]1([N:7]([c:8]2[c:9]([N+:16]([O-:17])=[O:18])[cH:10][c:11]([O:14][CH3:15])[cH:12][cH:13]2)[CH2:19][CH2:20][C:21]#[N:22])[cH:2][cH:3][cH:4][cH:5][cH:6]1>>[c:1]1([N:7]([c:8]2[c:9]([NH2:16])[cH:10][c:11]([O:14][CH3:15])[cH:12][cH:13]2)[CH2:19][CH2:20][C:21]#[N:22])[cH:2][cH:3][cH:4][cH:5][cH:6]1. Reactants: CC(=O)OC(C)=O, O=CO, Cl, O, C=CC(C)c1cc(C)c2c(c1O)C(NC)C1CCCCC21. Yields the product C=CC(C)c1cc(C)c2c(c1O)C(N(C)C=O)C1CCCCC21. As a reaction SMILES: [CH3:1][C:2]([O:3][C:4](=[O:5])[CH3:6])=[O:7].[CH:8](=[O:9])[OH:10].[ClH:11].[OH2:33].[OH:12][c:13]1[c:14]([CH:29]([CH:30]=[CH2:31])[CH3:32])[cH:15][c:16]([CH3:28])[c:17]2[c:25]1[CH:24]([NH:26][CH3:27])[CH:23]1[CH:18]2[CH2:19][CH2:20][CH2:21][CH2:22]1>>[CH:8](=[O:10])[N:26]([CH:24]1[CH:23]2[CH:18]([c:17]3[c:16]([CH3:28])[cH:15][c:14]([CH:29]([CH:30]=[CH2:31])[CH3:32])[c:13]([OH:12])[c:25]31)[CH2:19][CH2:20][CH2:21][CH2:22]2)[CH3:27]. Reactants: [F-].[F-].[Ca+2] (CaF2), [F-].[K+] (KF), solution, [F-].C(CCC)[N+](CCCC)(CCCC)CCCC (tetrabutylammonium fluoride), [F-] (fluoride), [F-].[Na+] (NaF), O([Si](C)(C)C(C)(C)C)C1=C(C=C)C=CC=C1 (2-t-butyldimethylsiloxy styrene), Exo-1-methyl-4-(1-methylethyl)-7-oxabicyclo[2.2.1]heptane-2-ol, BrN1C(CCC1=O)=O (N-bromosuccinimide). The reagents and catalysts are Cl(=O)(=O)(=O)O (perchloric acid). Run in C(C)OCC (diethyl ether), C1CCOC1 (THF), O1CCCC1 (tetrahydrofuran). Yields the product C(=C)C1=C(C=CC=C1)O (2-ethenyl phenol), desired product. Reaction SMILES: [O:1]([C:9]1[CH:16]=[CH:15][CH:14]=[CH:13][C:10]=1[CH:11]=[CH2:12])[Si](C(C)(C)C)(C)C.BrN1C(=O)CCC1=O.[F-].C([N+](CCCC)(CCCC)CCCC)CCC.[F-].[F-].[K+].[F-].[Na+].[F-].[F-].[Ca+2]>O1CCCC1.Cl(O)(=O)(=O)=O.C(OCC)C>[CH:11]([C:10]1[CH:13]=[CH:14][CH:15]=[CH:16][C:9]=1[OH:1])=[CH2:12] |f:2.3,5.6,7.8,9.10.11|. Procedure details: 2-ethenyl phenol was synthesized according to the procedure of Corson et al. (J. Org. Chem., 1958, 23, 544) and silated by standard procedures. 2-t-butyldimethylsiloxy styrene (550 mg, 2.03 mmoles) was dissolved in tetrahydrofuran (4.0 mL). Exo-1-methyl-4-(1-methylethyl)-7-oxabicyclo[2.2.1]heptane-2-ol (690 mg, 4.06 mmoles) and N-bromosuccinimide were added. One drop of perchloric acid (70%) was added. The reaction was stirred for 11/2 hrs after which time a 1M solution of tetrabutylammonium flu... Reactants: CCO, Cl, [Na+], [OH-], CCOC(=O)c1ccc(Nc2cc3c4c(c2)CCCC4CCC3)cc1. Yields the product O=C(O)c1ccc(Nc2cc3c4c(c2)CCCC4CCC3)cc1. As a reaction SMILES: [CH3:29][CH2:30][OH:31].[ClH:28].[Na+:27].[OH-:26].[cH:1]1[c:2]([NH:14][c:15]2[cH:16][cH:17][c:18]([C:19](=[O:20])[O:21][CH2:22][CH3:23])[cH:24][cH:25]2)[cH:3][c:4]2[c:13]3[c:12]1[CH2:11][CH2:10][CH2:9][CH:8]3[CH2:7][CH2:6][CH2:5]2>>[cH:1]1[c:2]([NH:14][c:15]2[cH:16][cH:17][c:18]([C:19](=[O:20])[OH:21])[cH:24][cH:25]2)[cH:3][c:4]2[c:13]3[c:12]1[CH2:11][CH2:10][CH2:9][CH:8]3[CH2:7][CH2:6][CH2:5]2. Starting materials: CCOC(=O)CCNC(=O)CNC(=O)OC(C)(C)C, CO, [Na+], [OH-]. As a reaction SMILES: [C:1]([CH3:2])([CH3:3])([CH3:4])[O:5][C:6](=[O:7])[NH:8][CH2:9][C:10](=[O:11])[NH:12][CH2:13][CH2:14][C:15](=[O:16])[O:17][CH2:18][CH3:19].[CH3:22][OH:23].[Na+:21].[OH-:20]>>[C:1]([CH3:2])([CH3:3])([CH3:4])[O:5][C:6](=[O:7])[NH:8][CH2:9][C:10](=[O:11])[NH:12][CH2:13][CH2:14][C:15](=[O:16])[OH:17]. Yields the product CC(C)(C)OC(=O)NCC(=O)NCCC(=O)O. Starting materials: CC(=O)NC(Cc1cc(F)cc(F)c1)C(O)CNC1(c2cccc(Br)c2)CCC2(CC1)OCCO2, O, Cc1ccc(S(=O)(=O)O)cc1, c1ccccc1. The product is CC(=O)NC(Cc1cc(F)cc(F)c1)C(O)CNC1(c2cccc(Br)c2)CCC(=O)CC1. As a reaction SMILES: [Br:1][c:2]1[cH:3][c:4]([C:8]2([NH:18][CH2:19][CH:20]([CH:21]([CH2:22][c:23]3[cH:24][c:25]([F:30])[cH:26][c:27]([F:29])[cH:28]3)[NH:31][C:32]([CH3:33])=[O:34])[OH:35])[CH2:9][CH2:10][C:11]3([O:12][CH2:15][CH2:14][O:13]3)[CH2:16][CH2:17]2)[cH:5][cH:6][cH:7]1.[OH2:36].[c:37]1([CH3:38])[cH:39][cH:40][c:41]([S:42]([OH:43])(=[O:44])=[O:45])[cH:46][cH:47]1.[cH:48]1[cH:49][cH:50][cH:51][cH:52][cH:53]1>>[Br:1][c:2]1[cH:3][c:4]([C:8]2([NH:18][CH2:19][CH:20]([CH:21]([CH2:22][c:23]3[cH:24][c:25]([F:30])[cH:26][c:27]([F:29])[cH:28]3)[NH:31][C:32]([CH3:33])=[O:34])[OH:35])[CH2:9][CH2:10][C:11](=[O:12])[CH2:16][CH2:17]2)[cH:5][cH:6][cH:7]1.